Dataset: the Open Reaction Database (ORD), a public repository of structured organic reaction records. Task: describe an organic reaction: reactants, conditions, products, and yield Starting materials: ClC=1C(=C(C=CC1)[C@@](CCCCOC)(O)[C@H]1CN(CCC1)C(=O)N[C@H](CNC)CC1CCCCC1)F ((3R)-3-((S)-1-(3-chloro-2-fluorophenyl)-1-hydroxy-5-methoxypentyl)-N-((S)-3-cyclohexyl-1-(methylamino)propan-2-yl)piperidine-1-carboxamide), C(C(C)C)#N (isobutyronitrile), C(=O)([O-])[O-].[K+].[K+] (K2CO3). The reagents and catalysts are O (water), OS(=O)(=O)O (H2SO4). Run at time 8 hour. Product: ClC=1C(=C(C=CC1)[C@@](CCCCOC)(NC(C(C)C)=O)[C@H]1CN(CCC1)C(=O)N[C@H](CNC)CC1CCCCC1)F ((3R)-3-((S)-1-(3-chloro-2-fluorophenyl)-1-(isobutyramido)-5-methoxypentyl)-N-((S)-3-cyclohexyl-1-(methylamino)propan-2-yl)piperidine-1-carboxamide). Isolated yield 14.0%. RXN SMILES: [Cl:1][C:2]1[C:3]([F:36])=[C:4]([C@:8]([C@@H:16]2[CH2:21][CH2:20][CH2:19][N:18]([C:22]([NH:24][C@@H:25]([CH2:29][CH:30]3[CH2:35][CH2:34][CH2:33][CH2:32][CH2:31]3)[CH2:26][NH:27][CH3:28])=[O:23])[CH2:17]2)(O)[CH2:9][CH2:10][CH2:11][CH2:12][O:13][CH3:14])[CH:5]=[CH:6][CH:7]=1.[C:37](#[N:41])[CH:38]([CH3:40])[CH3:39].C([O-])([O-])=[O:43].[K+].[K+]>OS(O)(=O)=O.O>[Cl:1][C:2]1[C:3]([F:36])=[C:4]([C@:8]([C@@H:16]2[CH2:21][CH2:20][CH2:19][N:18]([C:22]([NH:24][C@@H:25]([CH2:29][CH:30]3[CH2:35][CH2:34][CH2:33][CH2:32][CH2:31]3)[CH2:26][NH:27][CH3:28])=[O:23])[CH2:17]2)([NH:41][C:37](=[O:43])[CH:38]([CH3:40])[CH3:39])[CH2:9][CH2:10][CH2:11][CH2:12][O:13][CH3:14])[CH:5]=[CH:6][CH:7]=1 |f:2.3.4|. Procedure details: (3R)-3-((S)-1-(3-chloro-2-fluorophenyl)-1-hydroxy-5-methoxypentyl)-N-((S)-3-cyclohexyl-1-(methylamino)propan-2-yl)piperidine-1-carboxamide (70 mg, 0.133 mmol) was mixed with isobutyronitrile (8 mL) and conc H2SO4 (23 drops). After stirring vigorously overnight at rt, the mixture was neutralized with K2CO3 (ca. 100 mg). A few drops of water were added and the mixture was filtered. The filtrate was concentrated and the residue was purified by preparative HPLC to afford (3R)-3-((S)-1-(3-chloro-2-fl... Starting materials: CCO (EtOH), C(C)(=O)OCC (ethyl acetate), [N+](=O)([O-])C1=CC=C(C(=O)NC=2SC=CN2)C=C1 (4-Nitro-N-thiazol-2-yl-benzamide). Reagents/catalysts: [Pd] (Pd/C). The solvent is C(C)(=O)O (acetic acid). Conditions: time 72 hour. Yields the product NC1=CC=C(C(=O)NC=2SC=CN2)C=C1 (4-Amino-N-thiazol-2-yl-benzamide). RXN SMILES: [N+:1]([C:4]1[CH:17]=[CH:16][C:7]([C:8]([NH:10][C:11]2[S:12][CH:13]=[CH:14][N:15]=2)=[O:9])=[CH:6][CH:5]=1)([O-])=O.CCO.C(OCC)(=O)C>[Pd].C(O)(=O)C>[NH2:1][C:4]1[CH:17]=[CH:16][C:7]([C:8]([NH:10][C:11]2[S:12][CH:13]=[CH:14][N:15]=2)=[O:9])=[CH:6][CH:5]=1. Reported procedure: 4-Nitro-N-thiazol-2-yl-benzamide (28 mmol) was suspended in abs. EtOH (400 mL) and ethyl acetate (200 mL) and glacial acetic acid (50 mL) was added followed by 10% Pd/C (0.5 g). The mixture was hydrogenated for 72 h at 3 bar H2. The hydrogenation mixture was filtered, and the solvent was removed under reduced pressure. The crude product was added NaHCO3 (sat.) and ethyl acetate, the remaining solid fraction was removed by filtration and dried in vacuo. The liquid phases were separated, the organ... The reactants are Nc1c(Br)c(C2=CCNCC2)nc2c(-c3cnc4ccccc4c3)cnn12, Nc1c(Cl)c(C2=CCNCC2)nc2c(-c3cnc4ccccc4c3)cnn12, Nc1c(Br)c(C2=CCN(C(=O)c3cccs3)CC2)nc2c(-c3cnc4ccccc4c3)cnn12. Yields the product Nc1c(Cl)c(C2=CCN(C(=O)c3cccs3)CC2)nc2c(-c3cnc4ccccc4c3)cnn12. As a reaction SMILES: [Br:62][c:63]1[c:64]([C:65]2=[CH:70][CH2:69][NH:68][CH2:67][CH2:66]2)[n:71][c:72]2[n:73]([n:74][cH:75][c:76]2-[c:77]2[cH:78][n:79][c:80]3[c:81]([cH:82]2)[cH:83][cH:84][cH:85][cH:86]3)[c:87]1[NH2:88].[Cl:35][c:36]1[c:37]([C:38]2=[CH:43][CH2:42][NH:41][CH2:40][CH2:39]2)[n:44][c:45]2[n:46]([n:47][cH:48][c:49]2-[c:50]2[cH:51][n:52][c:53]3[c:54]([cH:55]2)[cH:56][cH:57][cH:58][cH:59]3)[c:60]1[NH2:61].[NH2:1][c:2]1[c:3]([Br:34])[c:4]([C:21]2=[CH:22][CH2:23][N:24]([C:27](=[O:28])[c:29]3[s:30][cH:31][cH:32][cH:33]3)[CH2:25][CH2:26]2)[n:5][c:6]2[n:7]1[n:8][cH:9][c:10]2-[c:11]1[cH:12][n:13][c:14]2[cH:15][cH:16][cH:17][cH:18][c:19]2[cH:20]1>>[NH2:1][c:2]1[c:3]([Cl:35])[c:4]([C:21]2=[CH:22][CH2:23][N:24]([C:27](=[O:28])[c:29]3[s:30][cH:31][cH:32][cH:33]3)[CH2:25][CH2:26]2)[n:5][c:6]2[n:7]1[n:8][cH:9][c:10]2-[c:11]1[cH:12][n:13][c:14]2[cH:15][cH:16][cH:17][cH:18][c:19]2[cH:20]1. Reactants: COC(C(CC(=O)O)=CC=1C=C2C=NNC2=C(C1)C)=O (2-(7-methyl-1H-indazol-5-ylmethylene)-succinic acid 1-methyl ester). Reagents/catalysts: [Pd] (Pd/C). Run in C(C)(=O)OCC (ethyl acetate), CO (methanol). The product is COC(C(CC(=O)O)CC=1C=C2C=NNC2=C(C1)C)=O ((±)-2-(7-Methyl-1H-indazol-5-ylmethyl)-succinic acid 1-methyl ester). The yield is 100.0%. As a reaction SMILES: [CH3:1][O:2][C:3](=[O:20])[C:4](=[CH:9][C:10]1[CH:11]=[C:12]2[C:16](=[C:17]([CH3:19])[CH:18]=1)[NH:15][N:14]=[CH:13]2)[CH2:5][C:6]([OH:8])=[O:7]>C(OCC)(=O)C.CO.[Pd]>[CH3:1][O:2][C:3](=[O:20])[CH:4]([CH2:9][C:10]1[CH:11]=[C:12]2[C:16](=[C:17]([CH3:19])[CH:18]=1)[NH:15][N:14]=[CH:13]2)[CH2:5][C:6]([OH:8])=[O:7]. Reported procedure: A suspension of 2-(7-methyl-1H-indazol-5-ylmethylene)-succinic acid 1-methyl ester (0.4440 g, 1.62 mmol) and 10% Pd/C (0.04 g) in ethyl acetate (15 mL) and methanol (5 mL) was hydrogenated in a Parr apparatus overnight at 50 psi. The reaction mixture was filtered through a pad of celite and the filtrate evaporated to give the desired product as a yellow solid (100%). Mass spec.: 277 (MH)+. The reactants are [OH-].[Na+] (sodium hydroxide), S(O)(O)(=O)=O (sulfuric acid), Cl.CN(C)CC1C(CCCC1)(O)C=1C=NC=CC1 (dimethylaminomethyl-1-pyridin-3-yl-cyclohexanol hydrochloride), ice. Conditions: time 45 minute. Product: Cl.CN(C[C@H]1[C@@H](CCCC1)C=1C=NC=CC1)C (trans-Dimethyl-(2-pyridin-3-yl-cyclohexylmethyl)amine hydrochloride). Yield: 57.2%. As a reaction SMILES: S(=O)(=O)(O)O.[ClH:6].[CH3:7][N:8]([CH2:10][CH:11]1[CH2:16][CH2:15][CH2:14][CH2:13][C:12]1([C:18]1[CH:19]=[N:20][CH:21]=[CH:22][CH:23]=1)O)[CH3:9].[OH-].[Na+]>>[ClH:6].[CH3:7][N:8]([CH3:9])[CH2:10][C@@H:11]1[CH2:16][CH2:15][CH2:14][CH2:13][C@H:12]1[C:18]1[CH:19]=[N:20][CH:21]=[CH:22][CH:23]=1 |f:1.2,3.4,5.6|. Procedure: 40 ml 96% strength sulfuric acid were added to 7.8 g dimethylaminomethyl-1-pyridin-3-yl-cyclohexanol hydrochloride, while cooling with ice. When the evolution of gas had ended, the mixture was stirred at room temperature for 45 minutes. The solution was subsequently poured on to approx. 400 g of crushed ice. It was then rendered alkaline by addition of sodium hydroxide lozenges, while cooling with ice, and the mixture was extracted 3× with a total of 600 ml ethyl acetate. The combined organic ph...